describe an organic reaction: reactants, conditions, products, and yield From a dataset of the Open Reaction Database (ORD), a public repository of structured organic reaction records. Starting materials: C1CCOC1, COC(=O)c1ccc2c(c1)ncn2CCN=[N+]=[N-], [Li+], [OH-], O. Yields the product [N-]=[N+]=NCCn1cnc2cc(C(=O)O)ccc21. RXN SMILES: [CH2:21]1[O:22][CH2:23][CH2:24][CH2:25]1.[CH3:1][O:2][C:3](=[O:4])[c:5]1[cH:6][c:7]2[c:8]([n:9]([CH2:12][CH2:13][N:14]=[N+:15]=[N-:16])[cH:10][n:11]2)[cH:17][cH:18]1.[Li+:20].[OH-:19].[OH2:26]>>[O:2]=[C:3]([OH:4])[c:5]1[cH:6][c:7]2[c:8]([n:9]([CH2:12][CH2:13][N:14]=[N+:15]=[N-:16])[cH:10][n:11]2)[cH:17][cH:18]1. Reactants: FC1=C(C=CC=C1F)CCCCCCCC (2,3-Difluoro-1-octylbenzene), C(CCC)[Li] (n-butyllithium), B(OC(C)C)(OC(C)C)OC(C)C (triisopropyl borate). Product: C(CCCCCCC)C1=C(C(=C(C=C1)B(O)O)F)F (4-n-Octyl-2,3-difluorophenyl boronic acid). Reaction SMILES: [F:1][C:2]1[C:7]([F:8])=[CH:6][CH:5]=[CH:4][C:3]=1[CH2:9][CH2:10][CH2:11][CH2:12][CH2:13][CH2:14][CH2:15][CH3:16].C([Li])CCC.[B:22](OC(C)C)([O:27]C(C)C)[O:23]C(C)C>>[CH2:9]([C:3]1[CH:4]=[CH:5][C:6]([B:22]([OH:27])[OH:23])=[C:7]([F:8])[C:2]=1[F:1])[CH2:10][CH2:11][CH2:12][CH2:13][CH2:14][CH2:15][CH3:16]. Procedure details: Quantities: compound from Example 25 (31 g, 0.14 mol), n-butyllithium (14 cm3, 10.0M in hexanes, 0.14 mol) and triisopropyl borate (52.7 g, 0.28 mol). The experimental procedure was as described in Example 28. As a reaction SMILES: [CH3:1][C:2]([C:6]1[S:7][CH:8]=[C:9]([C:11]2[CH:16]=[CH:15][C:14]([C:17]([F:20])([F:19])[F:18])=[CH:13][CH:12]=2)[N:10]=1)([CH3:5])[CH2:3][NH2:4].[F:21][C:22]([F:38])([F:37])[C:23]1[O:27][N:26]=[C:25]([C:28]2[CH:29]=[C:30]([CH:34]=[CH:35][CH:36]=2)[C:31](O)=[O:32])[N:24]=1>>[CH3:5][C:2]([C:6]1[S:7][CH:8]=[C:9]([C:11]2[CH:16]=[CH:15][C:14]([C:17]([F:19])([F:20])[F:18])=[CH:13][CH:12]=2)[N:10]=1)([CH3:1])[CH2:3][NH:4][C:31](=[O:32])[C:30]1[CH:34]=[CH:35][CH:36]=[C:28]([C:25]2[N:24]=[C:23]([C:22]([F:38])([F:37])[F:21])[O:27][N:26]=2)[CH:29]=1. The product is CC(CNC(C1=CC(=CC=C1)C1=NOC(=N1)C(F)(F)F)=O)(C)C=1SC=C(N1)C1=CC=C(C=C1)C(F)(F)F (N-(2-Methyl-2-(4-(4-(trifluoromethyl)phenyl)thiazol-2-yl)propyl)-3-(5-(trifluoromethyl)-1,2,4-oxadiazol-3-yl)benzamide). Reported procedure: This compound was synthesized from 2-methyl-2-(4-(4-(trifluoromethyl)phenyl)thiazol-2-yl)propan-1-amine and 3-(5-(trifluoromethyl)-1,2,4-oxadiazol-3-yl)benzoic acid as described in example 8 step 6 (10 mgs, 24% yield). 1H NMR (300 MHz, CDCl3) δ 8.51 (s, 1H), 8.25 (d, J=7.4 Hz, 1H), 8.09-7.96 (m, 4H), 7.64-7.53 (m, 3H), 3.82 (bs, 2H), 1.56 (s, 6H). MS (ESI) m/z: Calculated for C24H18F6N4O2S: 540.11. found: 541.1 (M+H)+. Reactants: CC(CN)(C)C=1SC=C(N1)C1=CC=C(C=C1)C(F)(F)F (2-methyl-2-(4-(4-(trifluoromethyl)phenyl)thiazol-2-yl)propan-1-amine), FC(C1=NC(=NO1)C=1C=C(C(=O)O)C=CC1)(F)F (3-(5-(trifluoromethyl)-1,2,4-oxadiazol-3-yl)benzoic acid). The yield is 24.0%. The reactants are CCCCc1ccc(NC(=O)OCc2ccccc2)nc1, CCO, [H][H]. The product is CCCCc1ccc(N)nc1. RXN SMILES: [CH2:1]([CH2:2][CH2:3][CH3:4])[c:5]1[cH:6][cH:7][c:8]([NH:11][C:12](=[O:13])[O:14][CH2:15][c:16]2[cH:17][cH:18][cH:19][cH:20][cH:21]2)[n:9][cH:10]1.[CH3:24][CH2:25][OH:26].[H:22][H:23]>>[CH2:1]([CH2:2][CH2:3][CH3:4])[c:5]1[cH:6][cH:7][c:8]([NH2:11])[n:9][cH:10]1. Starting materials: CC(C)=C(Cl)N(C)C, ClCCl, O=C(O)c1cc(Oc2ccc(C(=O)N3CCC3)nc2)cc(OC2CCOC2)c1, Nc1cnccn1, c1ccncc1. Yields the product O=C(Nc1cnccn1)c1cc(Oc2ccc(C(=O)N3CCC3)nc2)cc(OC2CCOC2)c1. As a reaction SMILES: [Cl:1][C:2]([N:3]([CH3:4])[CH3:5])=[C:6]([CH3:7])[CH3:8].[Cl:50][CH2:51][Cl:52].[N:9]1([C:13](=[O:14])[c:15]2[cH:16][cH:17][c:18]([O:21][c:22]3[cH:23][c:24]([C:25](=[O:26])[OH:27])[cH:28][c:29]([O:31][CH:32]4[CH2:33][O:34][CH2:35][CH2:36]4)[cH:30]3)[cH:19][n:20]2)[CH2:10][CH2:11][CH2:12]1.[NH2:37][c:38]1[n:39][cH:40][cH:41][n:42][cH:43]1.[cH:44]1[cH:45][cH:46][n:47][cH:48][cH:49]1>>[N:9]1([C:13](=[O:14])[c:15]2[cH:16][cH:17][c:18]([O:21][c:22]3[cH:23][c:24]([C:25](=[O:27])[NH:37][c:38]4[n:39][cH:40][cH:41][n:42][cH:43]4)[cH:28][c:29]([O:31][CH:32]4[CH2:33][O:34][CH2:35][CH2:36]4)[cH:30]3)[cH:19][n:20]2)[CH2:10][CH2:11][CH2:12]1. Starting materials: C12(CC3CC(CC(C1)C3)C2)C(=O)Cl (1-adamantoyl chloride), CC(=O)C1=C(C=CC(=C1)O)O (2,5-dihydroxyacetophenone), O (water). Solvent: N1=CC=CC=C1 (pyridine). Conditions: time 18 hour. Yields the product C12(CC3CC(CC(C1)C3)C2)C(=O)OC=2C=C3C(C=C(OC3=CC2)C23CC1CC(CC(C2)C1)C3)=O (6-(1-adamantoyloxy)-2-(1-adamantyl)-4H-chromen-4-one). As a reaction SMILES: [C:1]12([C:11](Cl)=[O:12])[CH2:10][CH:5]3[CH2:6][CH:7]([CH2:9][CH:3]([CH2:4]3)[CH2:2]1)[CH2:8]2.[CH3:14][C:15]([C:17]1[CH:22]=[C:21]([OH:23])[CH:20]=[CH:19][C:18]=1[OH:24])=[O:16].O>N1C=CC=CC=1>[C:1]12([C:11]([O:23][C:21]3[CH:22]=[C:17]4[C:18](=[CH:19][CH:20]=3)[O:24][C:11]([C:1]35[CH2:10][CH:5]6[CH2:4][CH:3]([CH2:9][CH:7]([CH2:6]6)[CH2:8]3)[CH2:2]5)=[CH:14][C:15]4=[O:16])=[O:12])[CH2:10][CH:5]3[CH2:6][CH:7]([CH2:9][CH:3]([CH2:4]3)[CH2:2]1)[CH2:8]2. Reported procedure: 4 g 1-adamantoyl chloride are added to a solution of 1.5 g 2,5-dihydroxyacetophenone in dry pyridine. The mixture is stirred for 18 hours at 40°, poured into water and extracted with ethyl acetate. The combined organic layers are washed 3 times with 1 N aqueous hydrochloric acid and subsequently with aqueous sodium carbonate solution, dried over magnesium sulfate and concentrated in vacuo. The crude product is dissolved in dry dimethylformamide and added dropwise at 5° to a suspension of 330 mg ...